From a dataset of the Open Reaction Database (ORD), a public repository of structured organic reaction records. describe an organic reaction: reactants, conditions, products, and yield The reactants are ClC=1C=CC2=C(NC(C(=C(C2=O)I)OC)=O)C1 (8-Chloro-4-iodo-3-methoxy-2,5-dioxo-2,5-dihydro-1H-benz[b]azepine), Cl (hydrochloric acid), [F-].[K+] (potassium fluoride), C[Sn](C)(C)C (tetramethyltin). The reagents and catalysts are [CH2-]C1=CC=CC=C1.C1=CC=C(C=C1)P(C2=CC=CC=C2)C3=CC=CC=C3.C1=CC=C(C=C1)P(C2=CC=CC=C2)C3=CC=CC=C3.Cl[Pd+] (trans-benzyl(chloro)bis(triphenylphosphine)palladium(II)). Run in C1(=CC=CC=C1)C (toluene). Product: ClC=1C=CC2=C(NC(C(=C(C2=O)C)O)=O)C1 (8-Chloro-3-hydroxy-4-methyl-2,5-dioxo-2,5-dihydro-1H-benz[b]azepine). Reaction SMILES: [Cl:1][C:2]1[CH:3]=[CH:4][C:5]2[C:11](=[O:12])[C:10](I)=[C:9]([O:14]C)[C:8](=[O:16])[NH:7][C:6]=2[CH:17]=1.[CH3:18][Sn](C)(C)C.[F-].[K+].Cl>C1(C)C=CC=CC=1.[CH2-]C1C=CC=CC=1.C1C=CC(P(C2C=CC=CC=2)C2C=CC=CC=2)=CC=1.C1C=CC(P(C2C=CC=CC=2)C2C=CC=CC=2)=CC=1.Cl[Pd+]>[Cl:1][C:2]1[CH:3]=[CH:4][C:5]2[C:11](=[O:12])[C:10]([CH3:18])=[C:9]([OH:14])[C:8](=[O:16])[NH:7][C:6]=2[CH:17]=1 |f:2.3,6.7.8.9|. Procedure: 8-Chloro-4-iodo-3-methoxy-2,5-dioxo-2,5-dihydro-1H-benz[b]azepine (0.50 g) was suspended in toluene (12 mL) and trans-benzyl(chloro)bis(triphenylphosphine)palladium(II) (50 mg) and tetramethyltin (0.30 mL) were added. The mixture was allowed to reflux for 17 hours, was cooled to room temperature, and 10% (w/w) aqueous potassium fluoride (3 mL) was added, followed by 3N hydrochloric acid (10 mL). The resulting mixture was warmed to 50° C. for 6 hours. The reaction mixture was filtered, and the cr... Reactants: C(C)(C)(C)OC(=O)N1CC=2N(C=3C(=CC=CC3C2)Br)C(C1)C (6-bromo-4-methyl-3,4-dihydro-1H-pyrazino[1,2-a]indole-2-carboxylic acid tert-butyl ester), [Cu]C#N (copper(I)cyanide). The reagents and catalysts are [C-]#N.C(C)[N+](CC)(CC)CC (tetraethylammonium cyanide), C=1C=CC(=CC1)/C=C/C(=O)/C=C/C2=CC=CC=C2.C=1C=CC(=CC1)/C=C/C(=O)/C=C/C2=CC=CC=C2.C=1C=CC(=CC1)/C=C/C(=O)/C=C/C2=CC=CC=C2.[Pd].[Pd] (tris(dibenzylideneacetone)dipalladium(0)), C1(=CC=CC=C1)P([C-]1C=CC=C1)C1=CC=CC=C1.[C-]1(C=CC=C1)P(C1=CC=CC=C1)C1=CC=CC=C1.[Fe+2] (1,1′-bis(diphenylphosphino)ferrocene). Run in O1CCOCC1 (dioxane). Yields the product C(C)(C)(C)OC(=O)N1CC=2N(C=3C(=CC=CC3C2)CC#N)CC1 (6-Cyanomethyl-3,4-dihydro-1H-pyrazino[1,2-a]indole-2-carboxylic acid tert-butyl ester). RXN SMILES: [C:1]([O:5][C:6]([N:8]1[CH2:21][CH:20]([CH3:22])[N:11]2[C:12]3[C:13](Br)=[CH:14][CH:15]=[CH:16][C:17]=3[CH:18]=[C:10]2[CH2:9]1)=[O:7])([CH3:4])([CH3:3])[CH3:2].[Cu][C:24]#[N:25]>[C-]#N.C([N+](CC)(CC)CC)C.O1CCOCC1.C1C=CC(/C=C/C(/C=C/C2C=CC=CC=2)=O)=CC=1.C1C=CC(/C=C/C(/C=C/C2C=CC=CC=2)=O)=CC=1.C1C=CC(/C=C/C(/C=C/C2C=CC=CC=2)=O)=CC=1.[Pd].[Pd].C1(P(C2C=CC=CC=2)[C-]2C=CC=C2)C=CC=CC=1.[C-]1(P(C2C=CC=CC=2)C2C=CC=CC=2)C=CC=C1.[Fe+2]>[C:1]([O:5][C:6]([N:8]1[CH2:9][CH2:10][N:11]2[C:12]3[C:17]([CH2:18][C:24]#[N:25])=[CH:16][CH:15]=[CH:14][C:13]=3[CH:22]=[C:20]2[CH2:21]1)=[O:7])([CH3:3])([CH3:4])[CH3:2] |f:2.3,5.6.7.8.9,10.11.12|. Reported procedure: A suspension of 0.30 g (0.82 mmol) 6-bromo-4-methyl-3,4-dihydro-1H-pyrazino[1,2-a]indole-2-carboxylic acid tert-butyl ester, 0.29 g (3.3 mmol) copper(I)cyanide, 34.0 mg (0.030 mmol) tris(dibenzylideneacetone)dipalladium(0), 72.9 mg (0.013 mmol) 1,1′-bis(diphenylphosphino)ferrocene and 128.3 mg (0.82 mmol) tetraethylammonium cyanide in 6 ml dioxane was heated under reflux for 18 h. The reaction mixture was filtered, diluted with ethyl acetate and extracted with 10% aqueous citric acid, 10% aqueou...